From a dataset of the Open Reaction Database (ORD), a public repository of structured organic reaction records. describe an organic reaction: reactants, conditions, products, and yield Reactants: methylene bis(4-nitro-o-toluene), [N+](=O)([O-])C1=CC=C(C=C1)C (p-nitrotoluene), C(C)(=O)OCCCC (butyl acetate), OCNC(C)=O (N-(hydroxymethyl)acetamide). Solvent: S(O)(O)(=O)=O (sulfuric acid). The product is CC1=C(CNC(C)=O)C=C(C=C1)[N+](=O)[O-] (N-(2-methyl-5-nitrobenzyl)acetamide). Isolated yield 38.0%. Reaction SMILES: [N+:1]([C:4]1[CH:9]=[CH:8][C:7]([CH3:10])=[CH:6][CH:5]=1)([O-:3])=[O:2].O[CH2:12][NH:13][C:14](=[O:16])[CH3:15].C(OCCCC)(=O)C>S(=O)(=O)(O)O>[CH3:10][C:7]1[CH:8]=[CH:9][C:4]([N+:1]([O-:3])=[O:2])=[CH:5][C:6]=1[CH2:12][NH:13][C:14](=[O:16])[CH3:15]. Procedure details: A solution of p-nitrotoluene (6.85 g; 0.05 mol) in concentrated sulfuric acid (60 ml) is cooled in an ice bath and N-(hydroxymethyl)acetamide (4.45 g; 0.05 mol) is added. The reaction mixture is stirred until a solution is obtained and then continuously stirred for 16 hours at 55° C. The mixture is then poured onto ice and the resulting precipitate is isolated. This solid material is extracted with 85 ml of butyl acetate on a steambath. Concentration of the butyl acetate solution with subsequent...